This data is from the Open Reaction Database (ORD), a public repository of structured organic reaction records. The task is: describe an organic reaction: reactants, conditions, products, and yield The reactants are ClC(=O)OC1=CC=C(C=C1)[N+](=O)[O-] (4-nitrophenyl chloroformate), C(N)(=O)C1=NOC(=C1)CO (3-carbamoylisoxazol-5-ylmethanol), N1=CC=CC=C1 (pyridine), N,N-dimethylaminopyridine. The solvent is ClCCl (dichloromethane). Reaction conditions: temperature 0 celsius, time 1 hour. The product is C(OCC1=CC(=NO1)C(N)=O)(OC1=CC=C(C=C1)[N+](=O)[O-])=O (3-Carbamoylisoxazol-5-ylmethyl 4-nitrophenyl carbonate). Isolated yield 72.2%. As a reaction SMILES: Cl[C:2]([O:4][C:5]1[CH:10]=[CH:9][C:8]([N+:11]([O-:13])=[O:12])=[CH:7][CH:6]=1)=[O:3].[C:14]([C:17]1[CH:21]=[C:20]([CH2:22][OH:23])[O:19][N:18]=1)(=[O:16])[NH2:15].N1C=CC=CC=1>ClCCl>[C:2](=[O:3])([O:4][C:5]1[CH:6]=[CH:7][C:8]([N+:11]([O-:13])=[O:12])=[CH:9][CH:10]=1)[O:23][CH2:22][C:20]1[O:19][N:18]=[C:17]([C:14](=[O:16])[NH2:15])[CH:21]=1. Reported procedure: 2.84 g (14.07 mmol) of 4-nitrophenyl chloroformate are added portionwise to a solution of 2.00 g (14.07 mmol) of 3-carbamoylisoxazol-5-ylmethanol, 1.71 mL (21.11 mmol) of pyridine and 0.17 g (1.41 mmol) of N,N-dimethylaminopyridine in 15 mL of dichloromethane, cooled to about 0° C. The medium is stirred at 0° C. for 1 hour and then at room temperature for 1 hour. The precipitate formed is filtered off and then rinsed thoroughly with diisopropyl ether. After drying under vacuum at about 60° C., 3... The reactants are IR(KBr), [N+](=O)([O-])C=1C=C2C(C(=O)OC2=O)=CC1 (4-nitrophthalic anhydride), NC1=C2C(CC2)=CC=C1 (4-aminobenzocyclobutene), alicyclic C--H, O (H2O), C(C)(=O)O (acetic acid). The product is C1=CC2=C1C=CC(=C2)N2C(C=1C(C2=O)=CC(=CC1)[N+](=O)[O-])=O (N-4-benzocyclobutenyl 4-nitrophthalimide). Reaction SMILES: [N+:1]([C:4]1[CH:5]=[C:6]2[C:11](=[O:12])[O:10][C:8](=O)[C:7]2=[CH:13][CH:14]=1)([O-:3])=[O:2].[NH2:15][C:16]1[CH:23]=[CH:22][CH:21]=[C:18]2CC[C:17]=12.O.[C:25](O)(=O)[CH3:26]>>[CH:22]1[C:21]2[CH:18]=[CH:17][C:16]([N:15]3[C:11](=[O:12])[C:6]4=[CH:5][C:4]([N+:1]([O-:3])=[O:2])=[CH:14][CH:13]=[C:7]4[C:8]3=[O:10])=[CH:26][C:25]=2[CH:23]=1. Procedure: A mixture of 4-nitrophthalic anhydride (3.46 g, 17.9 mmol) and 4-aminobenzocyclobutene (2.20g, 18.5 mmol) was refluxed in acetic acid under N2 for about 17 hours. The dark reaction mixture was then allowed to cool to room temperature and poured into 500 ml of H2O, followed by extraction with CH2Cl2 (75 ml+3×50 ml). The dark extract was then washed with approximately 300 ml of H2O and then dried over MgSO4. Complete removal of CH2Cl2 from the extract by rotary evaporator afforded a dark oil, whic...